From a dataset of the Open Reaction Database (ORD), a public repository of structured organic reaction records. describe an organic reaction: reactants, conditions, products, and yield Starting materials: NC1=C(SC(=C1)Br)C(=O)N (3-amino-5-bromothiophene-2-carboxamide), O.C1(=CC=C(C=C1)S(=O)(=O)O)C (p-toluenesulfonic acid monohydrate), C(=O)(O)[O-].[Na+] (NaHCO3). Solvent: C1(CCCC1)=O (cyclopentanone), C(C)(=O)O (acetic acid). Reaction conditions: temperature 70 celsius, time 2 hour. Product: BrC1=CC=2NC3(NC(C2S1)=O)CCCC3 (6′-bromo-1′H-spiro[cyclopentane-1,2′-thieno[3,2-d]pyrimidin]-4′(3′H)-one). Isolated yield 918.0%. RXN SMILES: [NH2:1][C:2]1[CH:6]=[C:5]([Br:7])[S:4][C:3]=1[C:8]([NH2:10])=[O:9].O.[C:12]1([CH3:22])[CH:17]=[CH:16][C:15](S(O)(=O)=O)=CC=1.C([O-])(O)=O.[Na+]>C1(=O)CCCC1.C(O)(=O)C>[Br:7][C:5]1[S:4][C:3]2[C:8](=[O:9])[NH:10][C:15]3([CH2:16][CH2:17][CH2:12][CH2:22]3)[NH:1][C:2]=2[CH:6]=1 |f:1.2,3.4|. Procedure details: A mixture of 3-amino-5-bromothiophene-2-carboxamide (0.072 g, 0.33 mmol) and p-toluenesulfonic acid monohydrate (0.013 g, 0.066 mmol) in cyclopentanone (2 mL) and acetic acid (1 mL) was stirred at 70° C. for 2 h. Then, the reaction mixture was cooled, carefully poured into sat. NaHCO3 (50 mL), and extracted with 2:1 ethyl acetate/tetrahydrofuran (2×50 mL). The combined organic layers were washed with brine (50 mL), dried over magnesium sulfate, filtered, and concentrated to give crude 6′-bromo-1...